Dataset: the Open Reaction Database (ORD), a public repository of structured organic reaction records. Task: describe an organic reaction: reactants, conditions, products, and yield Procedure details: By following substantially the procedure in Example 8, Step B, but substituting for (+) 6,7-dichloro-2-cyclopentyl-2,3-dihydro-5-hydroxy-2-methyl-1H-inden-1-one an equimolar quantity of (+) 2-butyl-6,7-dichloro-2-cyclopentyl-2,3-dihydro-5-hydroxy-1H-inden-1-one described therein, there is obtained (+) 4-[(2-butyl-6,7-dichloro-2-cyclopentyl-2,3-dihydro-1-oxo-1H-inden-5-yl)oxy]butanoic acid which melts at 139°-139.5° C., [α]D25 +18.4° (C=5, ethanol). Product: C(CCC)C1(C(C2=C(C(=C(C=C2C1)OCCCC(=O)O)Cl)Cl)=O)C1CCCC1 ((+) 4-[(2-butyl-6,7-dichloro-2-cyclopentyl-2,3-dihydro-1-oxo-1H-inden-5-yl)oxy]butanoic acid). The reactants are ClC1=C(C=C2CC(C(C2=C1Cl)=O)(C)C1CCCC1)O ((+) 6,7-dichloro-2-cyclopentyl-2,3-dihydro-5-hydroxy-2-methyl-1H-inden-1-one), C(C)O (ethanol), C(CCC)C1(C(C2=C(C(=C(C=C2C1)O)Cl)Cl)=O)C1CCCC1 ((+) 2-butyl-6,7-dichloro-2-cyclopentyl-2,3-dihydro-5-hydroxy-1H-inden-1-one). As a reaction SMILES: Cl[C:2]1[C:10](Cl)=[C:9]2C(CC(C3CCCC3)(C)[C:8]2=[O:12])=CC=1O.[CH2:20]([C:24]1([CH:37]2[CH2:41][CH2:40][CH2:39][CH2:38]2)[CH2:32][C:31]2[C:26](=[C:27]([Cl:35])[C:28]([Cl:34])=[C:29]([OH:33])[CH:30]=2)[C:25]1=[O:36])[CH2:21][CH2:22][CH3:23].C([OH:44])C>>[CH2:20]([C:24]1([CH:37]2[CH2:41][CH2:40][CH2:39][CH2:38]2)[CH2:32][C:31]2[C:26](=[C:27]([Cl:35])[C:28]([Cl:34])=[C:29]([O:33][CH2:2][CH2:10][CH2:9][C:8]([OH:12])=[O:44])[CH:30]=2)[C:25]1=[O:36])[CH2:21][CH2:22][CH3:23]. The reactants are O (water), OC1=CC=C(C(C(=O)O)O)C=C1 (4-hydroxymandelic acid). Solvent: C(C)(=O)O (acetic acid). Yields the product OC1=CC=C(C=C1)CC(=O)O (4-hydroxyphenylacetic acid). As a reaction SMILES: O.[OH:2][C:3]1[CH:13]=[CH:12][C:6]([CH:7](O)[C:8]([OH:10])=[O:9])=[CH:5][CH:4]=1>C(O)(=O)C>[OH:2][C:3]1[CH:4]=[CH:5][C:6]([CH2:7][C:8]([OH:10])=[O:9])=[CH:12][CH:13]=1. Procedure details: The catalytic reduction was carried out in the same manner as in Example 1 except that the water-containing acetic acid was employed in an amount of 3 times (Example 15) or 8.8 times (Example 16) the weight of 4-hydroxymandelic acid. The yields of 4-hydroxyphenylacetic acid were 78% by mole (Example 15) and 95% by mole (Example 16). The reactants are FC1=C(CBr)C(=CC=C1)F (2,6-difluorobenzyl bromide), C(C)OP(OCC)OCC (triethylphosphite). Conditions: temperature 135 celsius, time 8 hour. The product is FC1=C(CP(OCC)(OCC)=O)C(=CC=C1)F (diethyl 2,6-difluorobenzylphosphonate). Reaction SMILES: [F:1][C:2]1[CH:9]=[CH:8][CH:7]=[C:6]([F:10])[C:3]=1[CH2:4]Br.[CH2:11]([O:13][P:14]([O:18]CC)[O:15][CH2:16][CH3:17])[CH3:12]>>[F:1][C:2]1[CH:9]=[CH:8][CH:7]=[C:6]([F:10])[C:3]=1[CH2:4][P:14](=[O:18])([O:15][CH2:16][CH3:17])[O:13][CH2:11][CH3:12]. Reported procedure: 2,6-difluorobenzyl bromide (3.0 g, 14.5 mmol) was combined with triethylphosphite (6.2 mL, 36.2 mmol) and the mixture heated and stirred at 135° C. overnight. The mixture was put under hi-vacuum and heated to 80° C. for 10 hours. The final product was a slightly yellow-tinted oil (3.30 g, 86% yield). 1H NMR (400.14 MHz, DMSO) δ 7.36 (m), 7.10 (m, 2H), 3.96 (m, 4H), 3.20 (d, J=21.08 Hz, 2H), 1.16 (t, J=7.05 Hz, 6H). 13C {1H} NMR (100.62 MHz, CDCl3) δ 161.0 (ddd, J=249.0, 7.3, 6.2 Hz, 2C), 128.4 (...